Dataset: the Open Reaction Database (ORD), a public repository of structured organic reaction records. Task: describe an organic reaction: reactants, conditions, products, and yield Reactants: C(C1=CC=CC=C1)OC(=O)NC(C(=O)O)=C (α-benzyloxycarbonylaminoacrylic acid), NC1=C(C=CC=C1)S (2-aminobenzenethiol). The solvent is C(C)O (ethanol). Product: C(C1=CC=CC=C1)OC(=O)N[C@@H](CSC1=C(C=CC=C1)N)C(=O)O (N-benzyloxycarbonyl-S-(2-aminophenyl)cysteine). Yield: 49.4%. RXN SMILES: [CH2:1]([O:8][C:9]([NH:11][C:12](=[CH2:16])[C:13]([OH:15])=[O:14])=[O:10])[C:2]1[CH:7]=[CH:6][CH:5]=[CH:4][CH:3]=1.[NH2:17][C:18]1[CH:23]=[CH:22][CH:21]=[CH:20][C:19]=1[SH:24]>C(O)C>[CH2:1]([O:8][C:9]([NH:11][C@H:12]([C:13]([OH:15])=[O:14])[CH2:16][S:24][C:19]1[CH:20]=[CH:21][CH:22]=[CH:23][C:18]=1[NH2:17])=[O:10])[C:2]1[CH:3]=[CH:4][CH:5]=[CH:6][CH:7]=1. Reported procedure: 23 g of α-benzyloxycarbonylaminoacrylic acid and 30 g of 2-aminobenzenethiol were dissolved in 20 ml of ethanol, and the resulting mixture was stirred at room temperature for an hour. After the solvent was distilled off, ether was added to the residue so as to cause crystallization. The precipitated crystals were separated by filtration and washed with ether to obtain 17.8 g of the desired compound. Its melting point was 150°-151° C.